From a dataset of the Open Reaction Database (ORD), a public repository of structured organic reaction records. describe an organic reaction: reactants, conditions, products, and yield Reactants: NC1=CC=C(C=C1)S(=O)(=O)C1=CC(=NC(=C1)Br)NCCCCNC(OC(C)(C)C)=O (tert-butyl [4-[4-(4-aminobenzenesulphonyl)-6-bromopyridin-2-ylamino]-butyl]-carbamate), Cl (HCl). The solvent is O1CCOCC1 (dioxane). Run at time 18 hour. The product is NC1=CC=C(C=C1)S(=O)(=O)C1=CC(=NC(=C1)Br)NCCCCN (N1-[4-(4-aminobenzenesulphonyl)-6-bromopyridin-2-yl]-butane-1,4-diamine). Isolated yield 10.4%. Reaction SMILES: [NH2:1][C:2]1[CH:7]=[CH:6][C:5]([S:8]([C:11]2[CH:16]=[C:15]([Br:17])[N:14]=[C:13]([NH:18][CH2:19][CH2:20][CH2:21][CH2:22][NH:23]C(=O)OC(C)(C)C)[CH:12]=2)(=[O:10])=[O:9])=[CH:4][CH:3]=1.Cl>O1CCOCC1>[NH2:1][C:2]1[CH:7]=[CH:6][C:5]([S:8]([C:11]2[CH:16]=[C:15]([Br:17])[N:14]=[C:13]([NH:18][CH2:19][CH2:20][CH2:21][CH2:22][NH2:23])[CH:12]=2)(=[O:9])=[O:10])=[CH:4][CH:3]=1. Procedure details: 0.36 g (0.00072 mol) of tert-butyl [4-[4-(4-aminobenzenesulphonyl)-6-bromopyridin-2-ylamino]-butyl]-carbamate was dissolved in 15 ml of dioxane and treated with 5 ml of 3N aqueous HCl. After stirring at room temperature for 18 hrs. the pH was adjusted to 9, the reaction mixture was extracted with ethyl acetate and the organic phase was washed with water and sat. sodium chloride solution, dried over MgSO4 and concentrated. The residue was chromatographed on silica gel with 10% methanol in dichlor... Starting materials: Cl[SiH](Cl)Cl (trichlorosilane), C(C)N(CCN(CC)CC)CC (tetraethylethylenediamine). Run in C(Cl)Cl (methylene chloride). Yields the product Cl[SiH2]Cl (dichlorosilane), C(C)N(CCN(CC)CC)CC (TEEDA). RXN SMILES: [Cl:1][SiH:2](Cl)[Cl:3].[CH2:5]([N:7]([CH2:15][CH3:16])[CH2:8][CH2:9][N:10]([CH2:13][CH3:14])[CH2:11][CH3:12])[CH3:6]>C(Cl)Cl>[Cl:1][SiH2:2][Cl:3].[CH2:13]([N:10]([CH2:11][CH3:12])[CH2:9][CH2:8][N:7]([CH2:15][CH3:16])[CH2:5][CH3:6])[CH3:14]. Reported procedure: The ability of trichlorosilane to redistribute in the presence of tetraethylethylenediamine (TEEDA) and methylene chloride to form a complex comprising dichlorosilane and TEEDA was evaluated. All reactions were performed in a glass flask under a blanket of dry nitrogen. Trichlorosilane was distilled before use. TEEDA was dried by refluxing over CaH2 and then distilled. Dichloromethane was distilled from P2O5 just prior to use. The volumes of materials placed in the flask are provided in Table 1.... Starting materials: C(C)OC(C=C(CC(=O)OCC)NC1=CC=C(C=C1)N(CC)CC)=O (3-(4-Diethylaminophenylamino)-pent-2-enedioic acid diethyl ester), C1(C=CC(C=C1)=O)=O (1,4-benzoquinone). The solvent is CC#N (MeCN). Reaction conditions: temperature 4 celsius, time 1 day. The product is C(C)OC(=O)C1=C(N(C2=CC=C(C=C12)O)C1=CC=C(C=C1)N(CC)CC)CC(=O)OCC (1-(4-Diethylaminophenyl)-2-ethoxycarbonylmethyl-5-hydroxyindole-3-carboxylic acid ethyl ester). As a reaction SMILES: [CH2:1]([O:3][C:4](=[O:25])[CH:5]=[C:6]([NH:13][C:14]1[CH:19]=[CH:18][C:17]([N:20]([CH2:23][CH3:24])[CH2:21][CH3:22])=[CH:16][CH:15]=1)[CH2:7][C:8]([O:10][CH2:11][CH3:12])=[O:9])[CH3:2].[C:26]1(=O)[CH:31]=[CH:30][C:29](=[O:32])[CH:28]=[CH:27]1>CC#N>[CH2:1]([O:3][C:4]([C:5]1[C:31]2[C:26](=[CH:27][CH:28]=[C:29]([OH:32])[CH:30]=2)[N:13]([C:14]2[CH:19]=[CH:18][C:17]([N:20]([CH2:21][CH3:22])[CH2:23][CH3:24])=[CH:16][CH:15]=2)[C:6]=1[CH2:7][C:8]([O:10][CH2:11][CH3:12])=[O:9])=[O:25])[CH3:2]. Procedure details: A mixture of 3-(4-diethylaminophenylamino)pent-2-enedioic acid diethyl ester (11.9 g, 34.2 mmol, see step (a) above), 1,4-benzoquinone (4.62 g, 42.8 mmol) and anhydrous MeCN (70 mL) was stirred at 70° C. for 2 d and at 4° C. for 1 d. The solid was collected and recrystallized from MeCN. Yield 4.5 g (30%). Reactants: FC(C1=CC=CC=C1O)(F)F (α,α,α-trifluoro-o-cresol), S1(=O)(=O)CCCC1 (sulfolane), [F-].[K+] (KF), FC=1C=C2C(C(=O)OC2=O)=CC1 (4-fluorophthalic anhydride). Run at temperature 190 celsius. Product: FC(C1=C(OC=2C=C3C(C(=O)OC3=O)=CC2)C=CC=C1)(F)F (4-(2'-Trifluoromethylphenoxy) Phthalic Anhydride). As a reaction SMILES: [F:1][C:2]([F:11])([F:10])[C:3]1[C:8]([OH:9])=[CH:7][CH:6]=[CH:5][CH:4]=1.[F-].[K+].F[C:15]1[CH:16]=[C:17]2[C:22](=[O:23])[O:21][C:19](=[O:20])[C:18]2=[CH:24][CH:25]=1.S1(CCCC1)(=O)=O>>[F:1][C:2]([F:10])([F:11])[C:3]1[CH:4]=[CH:5][CH:6]=[CH:7][C:8]=1[O:9][C:15]1[CH:16]=[C:17]2[C:22](=[O:23])[O:21][C:19](=[O:20])[C:18]2=[CH:24][CH:25]=1 |f:1.2|. Procedure details: Following the general procedure of Example 12, 0.47 parts of α,α,α-trifluoro-o-cresol, 0.23 parts of KF and 0.44 parts of 4-fluorophthalic anhydride in 1.56 parts of sulfolane were heated for 4 hours at 190° C., with stirring. The mixture contained 67 percent (by area) of the above product as identified by GC/MS. Reactants: C1(=CC=C(C=C1)S(=O)(=O)O)C (p-toluenesulfonic acid), C(CCCCCCCCCCCCCCCC)NC(O[C@H]1[C@@H](OCCC1)COC(C1=CC=CC=C1)(C1=CC=CC=C1)C1=CC=CC=C1)=O ((2S, 3R)-2-(triphenylmethoxymethyl)tetrahydropyran-3-yl N-heptadecylcarbamate), C([O-])(O)=O.[Na+] (sodium bicarbonate). Run in CO (methanol). Yields the product C(CCCCCCCCCCCCCCCC)NC(O[C@H]1[C@@H](OCCC1)CO)=O ((2S, 3R)-2-Hydroxymethyltetrahydropyran-3-yl N-heptadecylcarbamate). Yield: 85.0%. Reaction SMILES: C1(C)C=CC(S(O)(=O)=O)=CC=1.[CH2:12]([NH:29][C:30](=[O:59])[O:31][C@@H:32]1[CH2:37][CH2:36][CH2:35][O:34][C@H:33]1[CH2:38][O:39]C(C1C=CC=CC=1)(C1C=CC=CC=1)C1C=CC=CC=1)[CH2:13][CH2:14][CH2:15][CH2:16][CH2:17][CH2:18][CH2:19][CH2:20][CH2:21][CH2:22][CH2:23][CH2:24][CH2:25][CH2:26][CH2:27][CH3:28].C(=O)(O)[O-].[Na+]>CO>[CH2:12]([NH:29][C:30](=[O:59])[O:31][C@@H:32]1[CH2:37][CH2:36][CH2:35][O:34][C@H:33]1[CH2:38][OH:39])[CH2:13][CH2:14][CH2:15][CH2:16][CH2:17][CH2:18][CH2:19][CH2:20][CH2:21][CH2:22][CH2:23][CH2:24][CH2:25][CH2:26][CH2:27][CH3:28] |f:2.3|. Reported procedure: 240.0 mg of p-toluenesulfonic acid were added to a solution of 2.753 g of (2S, 3R)-2-(triphenylmethoxymethyl)tetrahydropyran-3-yl N-heptadecylcarbamate (prepared as described in Preparation 27) dissolved in 55 ml of methanol, and the mixture was heated under reflux for 1 hour. At the end of this time, the reaction mixture was cooled, and 352.6 mg of sodium bicarbonate were added. The methanol was then removed by distillation under reduced pressure, and ethyl acetate was added. Insoluble material... As a reaction SMILES: [CH3:34][CH2:35][O:36][C:37](=[O:38])[CH3:39].[CH3:40][N:41]([CH3:42])[CH:43]=[O:44].[CH:25]([N:26]([CH2:27][CH3:28])[CH:29]([CH3:30])[CH3:31])([CH3:32])[CH3:33].[Cl:1][c:2]1[c:3]([S:14](=[O:15])(=[O:16])[CH3:17])[c:4]([CH3:13])[n:5][c:6]2[cH:7][cH:8][c:9]([I:12])[cH:10][c:11]12.[OH:18][CH:19]1[CH2:20][CH2:21][NH:22][CH2:23][CH2:24]1>>[c:2]1([N:22]2[CH2:21][CH2:20][CH:19]([OH:18])[CH2:24][CH2:23]2)[c:3]([S:14](=[O:15])(=[O:16])[CH3:17])[c:4]([CH3:13])[n:5][c:6]2[cH:7][cH:8][c:9]([I:12])[cH:10][c:11]12. Starting materials: CCOC(C)=O, CN(C)C=O, CCN(C(C)C)C(C)C, Cc1nc2ccc(I)cc2c(Cl)c1S(C)(=O)=O, OC1CCNCC1. The product is Cc1nc2ccc(I)cc2c(N2CCC(O)CC2)c1S(C)(=O)=O.